From a dataset of the Open Reaction Database (ORD), a public repository of structured organic reaction records. describe an organic reaction: reactants, conditions, products, and yield Reactants: CCn1c(CO)nc2ccccc21, ClCCl, O=S(Cl)Cl. Product: CCn1c(CCl)nc2ccccc21. Reaction SMILES: [CH2:1]([CH3:2])[n:3]1[c:4]([CH2:12][OH:13])[n:5][c:6]2[c:7]1[cH:8][cH:9][cH:10][cH:11]2.[Cl:18][CH2:19][Cl:20].[S:14]([Cl:15])([Cl:16])=[O:17]>>[CH2:1]([CH3:2])[n:3]1[c:4]([CH2:12][Cl:16])[n:5][c:6]2[c:7]1[cH:8][cH:9][cH:10][cH:11]2. Reactants: FC(C(F)(F)F)(OC1=C(C=CC=C1)S(=O)(=O)NC(=O)NC)F (N-(2-pentafluoroethoxyphenylsulfonyl)-N'-methylurea). Run in ClC1=CC=CC=C1 (chlorobenzene). Product: FC(C(F)(F)F)(OC1=C(C=CC=C1)S(=O)(=O)N=C=O)F (2-pentafluoroethoxyphenylsulfonyl isocyanate). Isolated yield 95.7%. As a reaction SMILES: [F:1][C:2]([F:22])([O:7][C:8]1[CH:13]=[CH:12][CH:11]=[CH:10][C:9]=1[S:14]([NH:17][C:18](NC)=[O:19])(=[O:16])=[O:15])[C:3]([F:6])([F:5])[F:4]>ClC1C=CC=CC=1>[F:22][C:2]([F:1])([O:7][C:8]1[CH:13]=[CH:12][CH:11]=[CH:10][C:9]=1[S:14]([N:17]=[C:18]=[O:19])(=[O:15])=[O:16])[C:3]([F:6])([F:5])[F:4]. Reported procedure: 74.6 g of N-(2-pentafluoroethoxyphenylsulfonyl)-N'-methylurea are suspended in 1300 ml of chlorobenzene and made absolute by distilling off about 100 ml of solvent as an azeotrope. Then 48 g of phosgene are introduced at 120°-130° C. over 3 hours. The chlorobenzene is then completely distilled off, affording 65 g of 2-pentafluoroethoxyphenylsulfonyl isocyanate in the form of an almost colourless oil. Starting materials: C(C)(=O)OC(C)=O (acetic anhydride), CN1N=C(N=N1)C1=CC=C(OC2=CC3=C(NC(=N3)C3=NC=CC=C3)C=C2C2NCCC2)C=C1 (5-(4-(2-methyl-2H-tetrazol-5-yl)phenoxy)-2-pyridin-2-yl-6-pyrrolidin-2-yl-1H-benzimidazole). The solvent is C(Cl)(Cl)Cl (chloroform). Run at time 10 minute. The product is C(C)(=O)N1C(CCC1)C=1C(=CC2=C(NC(=N2)C2=NC=CC=C2)C1)OC1=CC=C(C=C1)C=1N=NN(N1)C (6-(1-Acetylpyrrolidin-2-yl)-5-(4-(2-methyl-2H-tetrazol-5-yl)phenoxy)-2-pyridin-2-yl-1H-benzimidazole). Reaction SMILES: [C:1](OC(=O)C)(=[O:3])[CH3:2].[CH3:8][N:9]1[N:13]=[N:12][C:11]([C:14]2[CH:40]=[CH:39][C:17]([O:18][C:19]3[C:33]([CH:34]4[CH2:38][CH2:37][CH2:36][NH:35]4)=[CH:32][C:22]4[NH:23][C:24]([C:26]5[CH:31]=[CH:30][CH:29]=[CH:28][N:27]=5)=[N:25][C:21]=4[CH:20]=3)=[CH:16][CH:15]=2)=[N:10]1>C(Cl)(Cl)Cl>[C:1]([N:35]1[CH2:36][CH2:37][CH2:38][CH:34]1[C:33]1[C:19]([O:18][C:17]2[CH:16]=[CH:15][C:14]([C:11]3[N:12]=[N:13][N:9]([CH3:8])[N:10]=3)=[CH:40][CH:39]=2)=[CH:20][C:21]2[N:25]=[C:24]([C:26]3[CH:31]=[CH:30][CH:29]=[CH:28][N:27]=3)[NH:23][C:22]=2[CH:32]=1)(=[O:3])[CH3:2]. Reported procedure: 0.006 ml of acetic anhydride was added to a chloroform (1 ml) solution of 24.7 mg of 5-(4-(2-methyl-2H-tetrazol-5-yl)phenoxy)-2-pyridin-2-yl-6-pyrrolidin-2-yl-1H-benzimidazole enantiomer A obtained in Example 542, and the reaction liquid was stirred at room temperature for 10 minutes. The reaction solvent was evaporated away under reduced pressure, and the resulting residue was purified through partitioning thin-layer chromatography (Kieselgel™ 60F254, Art 5744 (by Merck), chloroform/methanol=10... Reaction SMILES: [Br:1][C:2]1[CH:3]=[CH:4][C:5]2[CH:6]([CH:18]3[CH2:24][CH:23]4[N:25]([C:26](=[O:31])[C:27]([F:30])([F:29])[F:28])[CH:20]([CH2:21][CH2:22]4)[CH2:19]3)[C:7]3[C:12]([O:13][C:14]=2[CH:15]=1)=[C:11]([O:16][CH3:17])[CH:10]=[CH:9][CH:8]=3.FC(F)(F)C(N1C2CCC1CC(C1C3C=CC(C4NN=NN=4)=CC=3OC3C1=CC=CC=3)C2)=[O:35]>>[Br:1][C:2]1[CH:3]=[CH:4][C:5]2[CH:6]([CH:18]3[CH2:24][CH:23]4[NH:25][CH:20]([CH2:21][CH2:22]4)[CH2:19]3)[C:7]3[C:12]([O:13][C:14]=2[CH:15]=1)=[C:11]([O:16][CH3:17])[CH:10]=[CH:9][CH:8]=3.[C:26]([OH:31])([C:27]([F:30])([F:29])[F:28])=[O:35]. Product: BrC=1C=CC=2C(C3=CC=CC(=C3OC2C1)OC)C1CC2CCC(C1)N2 (3-(3-Bromo-5-methoxy-9H-xanthen-9-yl)-8-aza-bicyclo[3.2.1]octane), C(=O)(C(F)(F)F)O (TFA). The reactants are FC(C(=O)N1C2CC(CC1CC2)C2C1=CC=CC=C1OC=1C=C(C=CC21)C2=NN=NN2)(F)F (2,2,2-Trifluoro-1-{3-[3-(1H-tetrazol-5-yl)-9H-xanthen-9-yl]-8-aza-bicyclo[3.2.1]oct-8-yl}-ethanone), BrC=1C=CC=2C(C3=CC=CC(=C3OC2C1)OC)C1CC2CCC(C1)N2C(C(F)(F)F)=O (1-[3-(3-Bromo-5-methoxy-9H-xanthen-9-yl)-8-aza-bicyclo[3.2.1]oct-8-yl]-2,2,2-trifluoro-ethanone), FC(C(=O)N1C2CC(CC1CC2)C2C1=CC=CC=C1OC=1C=C(C=CC21)C2=NN=NN2)(F)F (2,2,2-trifluoro-1-{3-[3-(1H-tetrazol-5-yl)-9H-xanthen-9-yl]-8-aza-bicyclo[3.2.1]oct-8-yl}-ethanone). Procedure: Using an adaptation of the method described in Procedure 23, substituting 1-[3-(3-bromo-5-methoxy-9H-xanthen-9-yl)-8-aza-bicyclo[3.2.1]oct-8-yl]-2,2,2-trifluoro-ethanone, 5k for 2,2,2-trifluoro-1-{3-[3-(1H-tetrazol-5-yl)-9H-xanthen-9-yl]-8-aza-bicyclo[3.2.1]oct-8-yl}-ethanone, 4j, the title compound 3-(3-bromo-5-methoxy-9H-xanthen-9-yl)-8-aza-bicyclo[3.2.1]octane, 14k was obtained as a TFA salt. MS m/z (MH+) 400.2. The reactants are COC1=CC=C(C=C1)N=C=O (4-methoxy phenyl isocyanate), C(C)OC(=O)C1(CNCC1)COC1=CC=C(C=C1)C1=CC=C(C=C1)F (3-(4′-fluoro-biphenyl-4-yloxymethyl)-pyrrolidine-3-carboxylic acid ethyl ester). The product is C(C)OC(=O)C1(CN(CC1)C(NC1=CC=C(C=C1)OC)=O)COC1=CC=C(C=C1)C1=CC=C(C=C1)F (3-(4′-Fluoro-biphenyl-4-yloxymethyl)-1-(4-methoxy-phenylcarbamoyl)-pyrrolidine-3-carboxylic acid ethyl ester). RXN SMILES: [CH3:1][O:2][C:3]1[CH:8]=[CH:7][C:6]([N:9]=[C:10]=[O:11])=[CH:5][CH:4]=1.[CH2:12]([O:14][C:15]([C:17]1([CH2:22][O:23][C:24]2[CH:29]=[CH:28][C:27]([C:30]3[CH:35]=[CH:34][C:33]([F:36])=[CH:32][CH:31]=3)=[CH:26][CH:25]=2)[CH2:21][CH2:20][NH:19][CH2:18]1)=[O:16])[CH3:13]>>[CH2:12]([O:14][C:15]([C:17]1([CH2:22][O:23][C:24]2[CH:29]=[CH:28][C:27]([C:30]3[CH:31]=[CH:32][C:33]([F:36])=[CH:34][CH:35]=3)=[CH:26][CH:25]=2)[CH2:21][CH2:20][N:19]([C:10](=[O:11])[NH:9][C:6]2[CH:5]=[CH:4][C:3]([O:2][CH3:1])=[CH:8][CH:7]=2)[CH2:18]1)=[O:16])[CH3:13]. Procedure details: The title compound was prepared according to the method described for Preparation 71 using 4-methoxy phenyl isocyanate and 3-(4′-fluoro-biphenyl-4-yloxymethyl)-pyrrolidine-3-carboxylic acid ethyl ester (Preparation 65) to afford the racemate as a yellow liquid (78, mg, 88%) Starting materials: ClC(=O)OCC(C)C (isobutyl chloroformate), CN1CCOCC1 (N-methyl morpholine), ClC1=CC=C(S1)C(=O)O (5-Chlorothiophene-2-carboxylic acid), C(C)OC(=O)[C@H]1CN(C[C@@H]1NC(=O)OCC[Si](C)(C)C)C(=O)OC(C)(C)C ((3S,4R)-4-(2-Trimethylsilanylethoxycarbonylamino)-pyrrolidine-1,3-dicarboxylic acid 1-tert-butyl ester 3-ethyl ester), CCCC[N+](CCCC)(CCCC)CCCC.[F-] (TBAF), ClC1=CC=C(S1)C(=O)O (5-chloro-thiophene-2-carboxylic acid). Solvent: C1CCOC1 (THF), C(C)#N (acetonitrile). Conditions: temperature 50 celsius, time 18 hour. Product: C(C)OC(=O)[C@H]1CN(C[C@@H]1NC(=O)C=1SC(=CC1)Cl)C(=O)OC(C)(C)C ((3S,4R)-4-[(5-chloro-thiophene-2-carbonyl)-amino]-pyrrolidine-1,3-dicarboxylic acid 1-tert-butyl ester 3-ethyl ester). Isolated yield 43.2%. RXN SMILES: [CH2:1]([O:3][C:4]([C@@H:6]1[C@@H:10]([NH:11][C:12]([O:14]CC[Si](C)(C)C)=O)[CH2:9][N:8]([C:21]([O:23][C:24]([CH3:27])([CH3:26])[CH3:25])=[O:22])[CH2:7]1)=[O:5])[CH3:2].CCCC[N+](CCCC)(CCCC)CCCC.[F-].[Cl:46][C:47]1[S:51][C:50](C(O)=O)=[CH:49][CH:48]=1.CN1CCOCC1.ClC(OCC(C)C)=O>C(#N)C.C1COCC1>[CH2:1]([O:3][C:4]([C@@H:6]1[C@@H:10]([NH:11][C:12]([C:50]2[S:51][C:47]([Cl:46])=[CH:48][CH:49]=2)=[O:14])[CH2:9][N:8]([C:21]([O:23][C:24]([CH3:25])([CH3:26])[CH3:27])=[O:22])[CH2:7]1)=[O:5])[CH3:2] |f:1.2|. Reported procedure: 40.2 (3S,4R)-4-(2-Trimethylsilanylethoxycarbonylamino)-pyrrolidine-1,3-dicarboxylic acid 1-tert-butyl ester 3-ethyl ester (1.4 g; 3 mmol) is dissolved in acetonitrile (15 ml) and TBAF (1.372 g; 4 mmol) is added under an argon atmosphere. The mixture is stirred for 18 h at 50° C. 5-Chlorothiophene-2-carboxylic acid (1.272 g; 8 mmol) is dissolved in THF (10 ml), N-methyl morpholine (0.86 ml; 8 mmol) followed by isobutyl chloroformate (1.03 ml; 8 mmol) is added at 0° C. to this solution. After 30 m...